This data is from the Open Reaction Database (ORD), a public repository of structured organic reaction records. The task is: describe an organic reaction: reactants, conditions, products, and yield Reactants: [OH-].[NH4+] (ammonium hydroxide), C(C)(C)(C)OC(N[C@@H]1CC[C@@H](CC1)NC1=C(C=C(C=C1)Cl)N)=O (cis-[4-(2-amino-4-chloro-phenylamino)-cyclohexyl]-carbamic acid tert-butyl ester), OC(C(=O)O)(C)C (2-hydroxyisobutyric acid), Cl (hydrochloric acid), C(C)(C)(C)OC(=O)OC(=O)OC(C)(C)C (di-tert-butyl-dicarbonate). Run in C1CCOC1 (THF), O (water). Run at temperature 110 celsius. Product: C(C)(C)(C)OC(NC1CCC(CC1)N1C(=NC2=C1C=CC(=C2)Cl)C(C)(C)O)=O ([4-(5-chloro-2-(1-hydroxy-1-methyl-ethyl)-benzoimidazol-1-yl)-cyclohexyl]-carbamic acid tert-butyl ester). Yield: 40.1%. Reaction SMILES: [C:1]([O:5][C:6](=[O:23])[NH:7][C@H:8]1[CH2:13][CH2:12][C@@H:11]([NH:14][C:15]2[CH:20]=[CH:19][C:18]([Cl:21])=[CH:17][C:16]=2[NH2:22])[CH2:10][CH2:9]1)([CH3:4])([CH3:3])[CH3:2].[OH:24][C:25]([CH3:30])([CH3:29])[C:26](O)=O.Cl.[OH-].[NH4+].C(OC(OC(OC(C)(C)C)=O)=O)(C)(C)C>O.C1COCC1>[C:1]([O:5][C:6](=[O:23])[NH:7][CH:8]1[CH2:13][CH2:12][CH:11]([N:14]2[C:15]3[CH:20]=[CH:19][C:18]([Cl:21])=[CH:17][C:16]=3[N:22]=[C:26]2[C:25]([OH:24])([CH3:30])[CH3:29])[CH2:10][CH2:9]1)([CH3:4])([CH3:2])[CH3:3] |f:3.4|. Procedure details: To a mixture of cis-[4-(2-amino-4-chloro-phenylamino)-cyclohexyl]-carbamic acid tert-butyl ester (1.25 g, 3.67 mmol, prepared from 1-chloro-4-fluoro-3-nitrobenzene and tert-butyl cis-4-aminocyclohexanecarbamate) and 2-hydroxyisobutyric acid (2.7 g, 25.9 mmol) in water (5 mL) was added concentrated hydrochloric acid (3.25 mL, 40 mmol). The mixture was stirred and heated at 110° C. for 2 days. The dark colored solution was treated with ammonium hydroxide (15 mL, 225 mmol) and extracted with methyl...